The task is: describe an organic reaction: reactants, conditions, products, and yield. This data is from the Open Reaction Database (ORD), a public repository of structured organic reaction records. Reactants: ClC=1C=C(N)C=C(C1)Cl (3,5-dichloroaniline), C(C)C(C(=O)[O-])=O (ethylglyoxalate), FC=1C=C(C=C)C=CC1 (3-fluorostyrene), FC(C(=O)O)(F)F (trifluoroacetic acid). The solvent is C(C)#N (acetonitrile). Product: C(C)OC(=O)C1NC2=CC(=CC(=C2C(C1)C1=CC(=CC=C1)F)Cl)Cl (5,7-dichloro-4-(3-fluorophenyl)-1,2,3,4-tetrahydroquinoline-2-carboxylic Acid Ethyl Ester). Yield: 44.0%. Reaction SMILES: [Cl:1][C:2]1[CH:3]=[C:4]([CH:6]=[C:7]([Cl:9])[CH:8]=1)[NH2:5].[CH2:10]([C:12](=O)[C:13]([O-:15])=[O:14])[CH3:11].[F:17][C:18]1[CH:19]=[C:20]([CH:23]=[CH:24][CH:25]=1)C=C.F[C:27](F)(F)[C:28](O)=O>C(#N)C>[CH2:27]([O:15][C:13]([CH:12]1[CH2:10][CH:11]([C:24]2[CH:23]=[CH:20][CH:19]=[C:18]([F:17])[CH:25]=2)[C:3]2[C:4](=[CH:6][C:7]([Cl:9])=[CH:8][C:2]=2[Cl:1])[NH:5]1)=[O:14])[CH3:28]. Procedure details: Compound 8 was prepared in a yield of 44% by the basic process from 5.0 mmol 3,5-dichloroaniline, 5.5 mmol ethylglyoxalate solution (50% toluene), 15.0 mmol 3-fluorostyrene and 5.0 mmol trifluoroacetic acid in 30.0 ml acetonitrile. The reactants are CO, NN, O, CCC(c1ccnnc1)N1C(=O)c2ccccc2C1=O. Yields the product CCC(N)c1ccnnc1. As a reaction SMILES: [CH3:24][OH:25].[NH2:22][NH2:23].[OH2:21].[n:1]1[n:2][cH:3][c:4]([CH:7]([CH2:8][CH3:9])[N:10]2[C:11](=[O:12])[c:13]3[c:14]([cH:15][cH:16][cH:17][cH:18]3)[C:19]2=[O:20])[cH:5][cH:6]1>>[n:1]1[n:2][cH:3][c:4]([CH:7]([CH2:8][CH3:9])[NH2:10])[cH:5][cH:6]1. Reactants: CC1=C(C(=CC=C1)C)NC(CN1CCN(CC1)C(C(CCC1=CC=CC=C1)O)=O)=O (N-(2,6-dimethylphenyl)-2-[4-(2-hydroxy-4phenylbutanoyl) piperazinyl]acetamide), C1(=CC=CC=C1)CCC(=O)O (3-phenylpropanoic acid), OC1=C(C=CC=C1)[C@H](C(=O)O)CC ((R)-2-hydroxy-phenylbutyric acid). The product is CC1=C(C(=CC=C1)C)NC(CN1CCN(CC1)C(CCC1=CC=CC=C1)=O)=O (N-(2,6-dimethylphenyl)-2-[4-(3-phenylpropanoyl)piperazinyl]acetamide). As a reaction SMILES: [CH3:1][C:2]1[CH:7]=[CH:6][CH:5]=[C:4]([CH3:8])[C:3]=1[NH:9][C:10](=[O:30])[CH2:11][N:12]1[CH2:17][CH2:16][N:15]([C:18](=[O:29])[CH:19](O)[CH2:20]CC2C=CC=CC=2)[CH2:14][CH2:13]1.[C:31]1(CCC(O)=O)[CH:36]=[CH:35][CH:34]=[CH:33][CH:32]=1.OC1C=CC=CC=1[C@@H](CC)C(O)=O>>[CH3:8][C:4]1[CH:5]=[CH:6][CH:7]=[C:2]([CH3:1])[C:3]=1[NH:9][C:10](=[O:30])[CH2:11][N:12]1[CH2:17][CH2:16][N:15]([C:18](=[O:29])[CH2:19][CH2:20][C:31]2[CH:36]=[CH:35][CH:34]=[CH:33][CH:32]=2)[CH2:14][CH2:13]1. Procedure: Compound 12 was prepared in the manner of compound 7 substituting 3-phenylpropanoic acid for (R)-2-hydroxy-phenylbutyric acid in part C to afford compound 12: Mass spectrum (M+1)=380.40. Run in CC(=O)C (acetone). Reported procedure: A solution of 2-[5-(N-methyl-N-methylsulfonylamino)-2-methoxyphenyl]-1,3-dioxolane (4.0 g, 13.9 mmol) in 1N-HCl (4 ml)/acetone (80 ml) was stirred at room temperature for 2 hr. After removal of the solvent, water was added to the residue and the mixture was extracted with CH2Cl2. The extract was washed with brine, dried over MgSO4 and evaporated in vacuo to give crude 5-(N-5-methyl-N-methylsulfonylamino)-o-anisaldehyde (4.0 g, 118%). The resulted crude compound was recrystallized from ethyl acet... The reactants are CN(S(=O)(=O)C)C=1C=CC(=C(C1)C1OCCO1)OC (2-[5-(N-methyl-N-methylsulfonylamino)-2-methoxyphenyl]-1,3-dioxolane), Cl (HCl). Yields the product CN(S(=O)(=O)C)C1=CC=C(C(C=O)=C1)OC (5-(N-methyl-N-methylsulfonylamino)-o-anisaldehyde). Yield: 81.0%. RXN SMILES: [CH3:1][N:2]([C:7]1[CH:8]=[CH:9][C:10]([O:18][CH3:19])=[C:11]([CH:13]2OCC[O:14]2)[CH:12]=1)[S:3]([CH3:6])(=[O:5])=[O:4].Cl>CC(C)=O>[CH3:1][N:2]([C:7]1[CH:12]=[C:11]([CH:13]=[O:14])[C:10]([O:18][CH3:19])=[CH:9][CH:8]=1)[S:3]([CH3:6])(=[O:4])=[O:5]. Reactants: C([O-])(O)=O.[Na+] (sodium bicarbonate), S(=S)(=O)([O-])[O-].[Na+].[Na+] (sodium thiosulfate), ClC=1C=C(C(=O)OO)C=CC1 (3-chloroperoxybenzoic acid), C(C)SC1=C(SC=C1)C1=NC=2C(=NC=C(C2)C(F)(F)F)N1C (2-(3-ethylthiothiophen-2-yl)-3-methyl-6-trifluoromethyl-3H-imidazo[4,5-b]pyridine). Solvent: C(Cl)(Cl)Cl (chloroform). Reaction conditions: time 1 hour. Yields the product C(C)S(=O)C1=C(SC=C1)C1=NC=2C(=NC=C(C2)C(F)(F)F)N1C (2-(3-ethylsulfinylthiophen-2-yl)-3-methyl-6-trifluoromethyl-3H-imidazo[4,5-b]pyridine), C(C)S(=O)(=O)C1=C(SC=C1)C1=NC=2C(=NC=C(C2)C(F)(F)F)N1C (2-(3-ethylsulfonylthiophen-2-yl)-3-methyl-6-trifluoromethyl-3H-imidazo[4,5-b]pyridine). Reaction SMILES: Cl[C:2]1C=C(C=C[CH:11]=1)C(OO)=[O:6].[CH2:12]([S:14][C:15]1[CH:19]=[CH:18][S:17][C:16]=1[C:20]1[N:32]([CH3:33])[C:23]2=[N:24][CH:25]=[C:26]([C:28]([F:31])([F:30])[F:29])[CH:27]=[C:22]2[N:21]=1)[CH3:13].C(=O)(O)[O-].[Na+].[S:39]([O-:43])([O-])(=[O:41])=S.[Na+].[Na+]>C(Cl)(Cl)Cl>[CH2:12]([S:14]([C:15]1[CH:19]=[CH:18][S:17][C:16]=1[C:20]1[N:32]([CH3:33])[C:23]2=[N:24][CH:25]=[C:26]([C:28]([F:31])([F:29])[F:30])[CH:27]=[C:22]2[N:21]=1)=[O:6])[CH3:13].[CH2:2]([S:39]([C:15]1[CH:19]=[CH:18][S:17][C:16]=1[C:20]1[N:32]([CH3:33])[C:23]2=[N:24][CH:25]=[C:26]([C:28]([F:31])([F:29])[F:30])[CH:27]=[C:22]2[N:21]=1)(=[O:43])=[O:41])[CH3:11] |f:2.3,4.5.6|. Procedure: 0.25 g of 3-chloroperoxybenzoic acid (69 to 75%) was added to a mixture of 0.25 g of 2-(3-ethylthiothiophen-2-yl)-3-methyl-6-trifluoromethyl-3H-imidazo[4,5-b]pyridine and 5 ml of chloroform, under ice cooling, then the mixture was heated to room temperature and stirred for 1 hour. A saturated aqueous sodium bicarbonate solution and a saturated aqueous sodium thiosulfate solution were poured to the reaction mixture, and the mixture was extracted twice with ethyl acetate. The combined organic laye... Procedure: 765 μl of benzylamine are dissolved in 10 ml of THF (anhydrous) and treated with 1.0 g of 4-bromo-1-bromomethyl-2-chlorobenzene at 0° C. and stirred at RT for 4 h. 100 ml of a half-saturated aqueous Na2CO3 solution are then added and the mixture is extracted three times with 100 ml of EA each time. It is dried over MgSO4 and chromatographed on silica gel using DIP. 590 mg of a colorless oil are obtained. Reaction conditions: time 4 hour. Yields the product C(C1=CC=CC=C1)NCC1=C(C=C(C=C1)Br)Cl (Benzyl-(4-bromo-2-chlorobenzyl)amine). RXN SMILES: [CH2:1]([NH2:8])[C:2]1[CH:7]=[CH:6][CH:5]=[CH:4][CH:3]=1.[Br:9][C:10]1[CH:15]=[CH:14][C:13]([CH2:16]Br)=[C:12]([Cl:18])[CH:11]=1.C([O-])([O-])=O.[Na+].[Na+]>C1COCC1>[CH2:1]([NH:8][CH2:16][C:13]1[CH:14]=[CH:15][C:10]([Br:9])=[CH:11][C:12]=1[Cl:18])[C:2]1[CH:7]=[CH:6][CH:5]=[CH:4][CH:3]=1 |f:2.3.4|. The solvent is C1CCOC1 (THF). The reactants are BrC1=CC(=C(C=C1)CBr)Cl (4-bromo-1-bromomethyl-2-chlorobenzene), C(C1=CC=CC=C1)N (benzylamine), C(=O)([O-])[O-].[Na+].[Na+] (Na2CO3). Starting materials: BrCc1ccccc1, O=C([O-])[O-], [K+], [K+], CN(C)C=O, CC(=O)Nc1cccc2cc(O)ccc12. Product: CC(=O)Nc1cccc2cc(OCc3ccccc3)ccc12. RXN SMILES: [Br:16][CH2:17][c:18]1[cH:19][cH:20][cH:21][cH:22][cH:23]1.[C:24](=[O:25])([O-:26])[O-:27].[K+:28].[K+:29].[O:30]=[CH:31][N:32]([CH3:33])[CH3:34].[OH:1][c:2]1[cH:3][c:4]2[cH:5][cH:6][cH:7][c:8]([NH:12][C:13]([CH3:14])=[O:15])[c:9]2[cH:10][cH:11]1>>[O:1]([c:2]1[cH:3][c:4]2[cH:5][cH:6][cH:7][c:8]([NH:12][C:13]([CH3:14])=[O:15])[c:9]2[cH:10][cH:11]1)[CH2:17][c:18]1[cH:19][cH:20][cH:21][cH:22][cH:23]1. Starting materials: COC(=O)C1(OC2=C(CC1)C(=C(C(=C2C)C)OCCCOS(=O)(=O)C)C)C (racemic-3,4-dihydro-2,5,7,8-tetramethyl-6-(3-methanesulfonyloxypropoxy)-2H-1-benzopyran-2-carboxylic acid methyl ester), [I-].[Na+] (sodium iodide), CC(=O)C (acetone), O (water). The solvent is CCOCC (ether), CCOCC (ether). Run at time 43.5 hour. Product: COC(=O)C1(OC2=C(CC1)C(=C(C(=C2C)C)OCCCI)C)C (racemic-3,4-dihydro-2,5,7,8-tetramethyl-6-(3-iodopropoxy)-2H-1-benzopyran-2-carboxylic acid methyl ester). Yield: 75.9%. Reaction SMILES: [CH3:1][O:2][C:3]([C:5]1([CH3:27])[CH2:10][CH2:9][C:8]2[C:11]([CH3:26])=[C:12]([O:17][CH2:18][CH2:19][CH2:20]OS(C)(=O)=O)[C:13]([CH3:16])=[C:14]([CH3:15])[C:7]=2[O:6]1)=[O:4].[I-:28].[Na+].CC(C)=O.O>CCOCC>[CH3:1][O:2][C:3]([C:5]1([CH3:27])[CH2:10][CH2:9][C:8]2[C:11]([CH3:26])=[C:12]([O:17][CH2:18][CH2:19][CH2:20][I:28])[C:13]([CH3:16])=[C:14]([CH3:15])[C:7]=2[O:6]1)=[O:4] |f:1.2|. Reported procedure: A mixture of the crude methanesulfonate from Example 14 (about 0.932 mmole), 595 mg of sodium iodide, and 5 ml of acetone was stirred at room temperature for 43.5 hours then treated with water and worked-up with ether in the usual manner (the ether extracts were additionally washed with dilute sodium bisulfite solution). The oily product (390 mg) was chromatographed on 20 g of silica gel. Elution with 19:1 and 9:1 hexane-ethyl acetate afforded 306 mg (76.0%) of racemic-3,4-dihydro-2,5,7,8-tetram... Reactants: COC1=CC=C(C=C1)C(=O)C1CN(C1)C=1N2N=CC=C2N=C2C1CCNCC2 ((4-methoxy-phenyl)-[1-(6,7,8,9-tetrahydro-5H-1,4,7,10a-tetraaza-cyclohepta[f]inden-10-yl)-azetidin-3-yl]-methanone), [BH4-].[Na+] (sodium borohydride). The solvent is [Cl-].[Na+].O (brine), CO (MeOH). Run at time 30 minute. Yields the product COC1=CC=C(C=C1)C(O)C1CN(C1)C=1N2N=CC=C2N=C2C1CCNCC2 ((4-Methoxy-phenyl)-[1-(6,7,8,9-tetrahydro-5H-1,4,7,10a-tetraaza-cyclohepta[f]inden-10-yl)-azetidin-3-yl]-methanol). RXN SMILES: [CH3:1][O:2][C:3]1[CH:8]=[CH:7][C:6]([C:9]([CH:11]2[CH2:14][N:13]([C:15]3[N:16]4[C:20]([N:21]=[C:22]5[CH2:28][CH2:27][NH:26][CH2:25][CH2:24][C:23]=35)=[CH:19][CH:18]=[N:17]4)[CH2:12]2)=[O:10])=[CH:5][CH:4]=1.[BH4-].[Na+]>CO.[Cl-].[Na+].O>[CH3:1][O:2][C:3]1[CH:4]=[CH:5][C:6]([CH:9]([CH:11]2[CH2:12][N:13]([C:15]3[N:16]4[C:20]([N:21]=[C:22]5[CH2:28][CH2:27][NH:26][CH2:25][CH2:24][C:23]=35)=[CH:19][CH:18]=[N:17]4)[CH2:14]2)[OH:10])=[CH:7][CH:8]=1 |f:1.2,4.5.6|. Reported procedure: To 200 mg (0.53 mmol) (4-methoxy-phenyl)-[1-(6,7,8,9-tetrahydro-5H-1,4,7,10a-tetraaza-cyclohepta[f]inden-10-yl)-azetidin-3-yl]-methanone in 3 mL MeOH was added 20 mg (0.53 mmol) sodium borohydride and the mixture was stirred at room temperature for 30 minutes. 1 mL saturated brine was added and the mixture extracted with DCM (2×5 mL), the organic layers were combined and dried over sodium sulphate. After filtration the solvent was evaporated to give the desired product.